From a dataset of the Open Reaction Database (ORD), a public repository of structured organic reaction records. describe an organic reaction: reactants, conditions, products, and yield Reactants: CC(=O)Cl, CO, COc1ccc(Cc2nc3c(O)cccc3o2)cc1OC1CCCC1, c1ccncc1. Product: COc1ccc(Cc2nc3c(OC(C)=O)cccc3o2)cc1OC1CCCC1. Reaction SMILES: [CH3:26][C:27]([Cl:28])=[O:29].[CH3:36][OH:37].[CH:1]1([O:6][c:7]2[cH:8][c:9]([CH2:10][c:11]3[o:12][c:13]4[c:14]([n:15]3)[c:16]([OH:20])[cH:17][cH:18][cH:19]4)[cH:21][cH:22][c:23]2[O:24][CH3:25])[CH2:2][CH2:3][CH2:4][CH2:5]1.[cH:30]1[cH:31][cH:32][n:33][cH:34][cH:35]1>>[CH:1]1([O:6][c:7]2[cH:8][c:9]([CH2:10][c:11]3[o:12][c:13]4[c:14]([n:15]3)[c:16]([O:20][C:27]([CH3:26])=[O:29])[cH:17][cH:18][cH:19]4)[cH:21][cH:22][c:23]2[O:24][CH3:25])[CH2:2][CH2:3][CH2:4][CH2:5]1.